From a dataset of the Open Reaction Database (ORD), a public repository of structured organic reaction records. describe an organic reaction: reactants, conditions, products, and yield The reactants are C(OC(C)(C)C)(OC(C)(C)C)=O (Di-tert-butyl carbonate), FC1=C(C(=O)O)C(=CC(=C1)F)F (2,4,6-trifluorobenzoic acid). The reagents and catalysts are CN(C1=CC=NC=C1)C (4-dimethylaminopyridine). The solvent is CC(C)(C)O (tBuOH). Run at temperature 40 celsius. Product: FC1=C(C(=O)OC(C)(C)C)C(=CC(=C1)F)F (tert-Butyl 2,4,6-trifluorobenzoate). Isolated yield 100.2%. Reaction SMILES: [C:1](=[O:12])([O:7][C:8]([CH3:11])([CH3:10])[CH3:9])OC(C)(C)C.[F:13][C:14]1[CH:22]=[C:21]([F:23])[CH:20]=[C:19]([F:24])[C:15]=1C(O)=O>CN(C)C1C=CN=CC=1.CC(O)(C)C>[F:13][C:14]1[CH:22]=[C:21]([F:23])[CH:20]=[C:19]([F:24])[C:15]=1[C:1]([O:7][C:8]([CH3:9])([CH3:10])[CH3:11])=[O:12]. Procedure details: Di-tert-butyl carbonate (4.95 g, 22.7 mmol) was added to a solution of 2,4,6-trifluorobenzoic acid (2.0 g, 11.3 mmol) and 4-dimethylaminopyridine (139 mg, 1.14 mmol) in tBuOH (30 mL) and the reaction mixture was heated at 40° C. for 18 hours. The reaction mixture was then quenched with aqueous 1M HCl and extracted into EtOAc. The combined organics were washed with aqueous 1M NaOH, followed by brine, dried and concentrated in vacuo to afford the title compound as a pale yellow oil (2.63 g, 52% yi... The reactants are BrC=1C(=C(C(=O)O)C=C(C1F)F)Cl (3-bromo-2-chloro-4,5-difluorobenzoic acid), S(=O)(Cl)Cl (thionyl chloride). The product is BrC=1C(=C(C(=O)Cl)C=C(C1F)F)Cl (3-Bromo-2-chloro-4,5-difluorobenzoyl chloride). RXN SMILES: [Br:1][C:2]1[C:3]([Cl:13])=[C:4]([CH:8]=[C:9]([F:12])[C:10]=1[F:11])[C:5](O)=[O:6].S(Cl)([Cl:16])=O>>[Br:1][C:2]1[C:3]([Cl:13])=[C:4]([CH:8]=[C:9]([F:12])[C:10]=1[F:11])[C:5]([Cl:16])=[O:6]. Procedure details: A solution of 3-bromo-2-chloro-4,5-difluorobenzoic acid (9.0 g) in thionyl chloride (33 ml) was refluxed for 2.5 hours, and then concentrated. The resulting residue was purified by distillation to give the title compound (8.8 g), bp 109° C./22 mmHg. The reactants are C1=C(C=CC=2C3=CC=CC=C3CC12)C(C)=O (1-(9H-fluoren-2-yl)ethanone), BrBr (bromine), C(CO)O (1,2-ethanediol), CC1=CC=C(C=C1)S(=O)(=O)O (4-methylbenzenesulfonic acid), BrBr (bromine). Run in O (water), C(CCC)O (butanol), C1=CC=CC=C1 (benzene). Run at time 1 hour. Product: 20.5, BrCC1(OCCO1)C1=CC=2CC3=CC=CC=C3C2C=C1 (2-(bromomethyl)-2-(9H-fluoren-2-yl)-1,3-dioxolane). Yield: 62.0%. RXN SMILES: [CH:1]1[C:13]2[CH2:12][C:11]3[C:6](=[CH:7][CH:8]=[CH:9][CH:10]=3)[C:5]=2[CH:4]=[CH:3][C:2]=1[C:14](=[O:16])[CH3:15].[Br:17]Br.[CH2:19]([OH:22])[CH2:20]O.CC1C=CC(S(O)(=O)=O)=CC=1>C(O)CCC.O.C1C=CC=CC=1>[Br:17][CH2:15][C:14]1([C:2]2[CH:3]=[CH:4][C:5]3[C:6]4[C:11](=[CH:10][CH:9]=[CH:8][CH:7]=4)[CH2:12][C:13]=3[CH:1]=2)[O:22][CH2:19][CH2:20][O:16]1. Procedure details: 20.8 parts of 1-(9H-fluoren-2-yl)ethanone are dissolved in 240 parts of butanol. At a temperature pf 50° C., 16 parts of bromine are added dropwise while the mixture is allowed to reach room temperature. After complete addition of bromine (1 hour), the whole is stirred at room temperature for 1 hour. Then there are added successively 7.5 parts of 1,2-ethanediol, 360 parts of benzene and 2 parts of 4-methylbenzenesulfonic acid. Stirring is continued overnight at reflux temperature with water-sepa... Starting materials: [Mn](=O)(=O)(=O)[O-].[K+] (potassium permanganate), COC1=C(C=C(C[C@@H](C(=O)O)C(C)C)C=C1)OCCCOC ((R)-2-[4-methoxy-3-(3-methoxypropoxy)benzyl]-3-methyl-butanoic acid), [OH-].[Na+] (NaOH), alcohol, [H-].[Al+3].[Li+].[H-].[H-].[H-] (lithium aluminium hydride). Solvent: C(C)(=O)OCC (ethyl acetate), C1CCOC1 (THF), C1(=CC=CC=C1)C (toluene), hexanes, O (water), O (water), C1CCOC1 (THF). Conditions: temperature 40 celsius, time 2 hour. Product: COC1=C(C=C(C[C@@H](CO)C(C)C)C=C1)OCCCOC ((R)-2-[4-methoxy-3-(3-methoxypropoxy)benzyl]-3-methylbutanol). The yield is 97.3%. RXN SMILES: [H-].[Al+3].[Li+].[H-].[H-].[H-].[CH3:7][O:8][C:9]1[CH:22]=[CH:21][C:12]([CH2:13][C@H:14]([CH:18]([CH3:20])[CH3:19])[C:15](O)=[O:16])=[CH:11][C:10]=1[O:23][CH2:24][CH2:25][CH2:26][O:27][CH3:28].[Mn]([O-])(=O)(=O)=O.[K+].[OH-].[Na+]>C1COCC1.C1(C)C=CC=CC=1.O.C(OCC)(=O)C>[CH3:7][O:8][C:9]1[CH:22]=[CH:21][C:12]([CH2:13][C@H:14]([CH:18]([CH3:20])[CH3:19])[CH2:15][OH:16])=[CH:11][C:10]=1[O:23][CH2:24][CH2:25][CH2:26][O:27][CH3:28] |f:0.1.2.3.4.5,7.8,9.10|. Procedure details: A 100-ml flask is charged under inert atmosphere (nitrogen) with 500 mg (13.18 mmol) of lithium aluminium hydride and 15 ml of THF. The suspension is heated to 40° C., and 2.045 g (6.59 mmol) of (R)-2-[4-methoxy-3-(3-methoxypropoxy)benzyl]-3-methyl-butanoic acid dissolved in 5 ml of THF are added. The mixture is maintained at 40° C. and stirred for two hours, monitoring the course of the reaction by TLC (ethyl acetate:mixture of hexanes 7:3; Rf acid=0.5; Rf alcohol=0.6; spot detecting system wit... Starting materials: CC[O-], CCO, N#Cc1ccc(Cl)cc1F, [Na+]. The product is CCOc1cc(Cl)ccc1C#N. As a reaction SMILES: [CH3:12][CH2:13][O-:14].[CH3:15][CH2:16][OH:17].[Cl:1][c:2]1[cH:3][c:4]([F:10])[c:5]([C:6]#[N:7])[cH:8][cH:9]1.[Na+:11]>>[Cl:1][c:2]1[cH:3][c:4]([O:14][CH2:13][CH3:12])[c:5]([C:6]#[N:7])[cH:8][cH:9]1. Starting materials: [H-].[Na+] (Sodium hydride), SCCC(=O)O (3-Mercaptopropionic acid), S(C)(=O)(=O)O.ClC1=C(C=CC(=C1)Cl)C1(OC1)CN1N=CN=C1 (2-(2,4-dichlorophenyl)-2-(1H-1,2,4-triazol-1-ylmethyl)oxirane mesylate). Run in CN(C=O)C (dimethylformamide). Conditions: temperature 5 celsius, time 19 hour. Product: ClC1=C(C=CC(=C1)Cl)C(CN1N=CN=C1)(CSCCC(=O)O)O (2-(2,4-dichlorophenyl)-3-(2-carboxyethylthio)-1-(1H-1,2,4-triazol-1-yl)-propan-2-ol). Reaction SMILES: [SH:1][CH2:2][CH2:3][C:4]([OH:6])=[O:5].[H-].[Na+].S(O)(=O)(=O)C.[Cl:14][C:15]1[CH:20]=[C:19]([Cl:21])[CH:18]=[CH:17][C:16]=1[C:22]1([CH2:25][N:26]2[CH:30]=[N:29][CH:28]=[N:27]2)[CH2:24][O:23]1>CN(C)C=O>[Cl:14][C:15]1[CH:20]=[C:19]([Cl:21])[CH:18]=[CH:17][C:16]=1[C:22]([OH:23])([CH2:24][S:1][CH2:2][CH2:3][C:4]([OH:6])=[O:5])[CH2:25][N:26]1[CH:30]=[N:29][CH:28]=[N:27]1 |f:1.2,3.4|. Reported procedure: 3-Mercaptopropionic acid (1.2 g, 1.1 equiv.) was dissolved in dimethylformamide (50 ml) and cooled to 5° C. in an ice bath. Sodium hydride (1.6 g of a 50% dispersion in oil, 3.3 equiv.) was added in portions over 10 minutes, followed by 2-(2,4-dichlorophenyl)-2-(1H-1,2,4-triazol-1-ylmethyl)oxirane mesylate (3.6 g). After stirring overnight (19 hours) the mixture was poured onto ice (200 ml) and extracted with methylene chloride (3×50 ml). The aqueous layer was adjusted to pH3 with hydrochloric a...